From a dataset of the Open Reaction Database (ORD), a public repository of structured organic reaction records. describe an organic reaction: reactants, conditions, products, and yield The reactants are BrC1=CC2=C(C=N1)N=CN2C2CN(CCC2)C(=O)OC(C)(C)C (tert-butyl 3-(6-bromo-1H-imidazo[4,5-c]pyridin-1-yl)piperidine-1-carboxylate), N(C1=CC=CC=C1)C1=CC=CC=C1 (Ph2NH), Pd3(dba)2, CC1(C2=C(C(=CC=C2)P(C3=CC=CC=C3)C4=CC=CC=C4)OC5=C(C=CC=C51)P(C6=CC=CC=C6)C7=CC=CC=C7)C (Xantphos), C(=O)([O-])[O-].[Cs+].[Cs+] (Cs2CO3). The solvent is CC(=O)N(C)C (DMA). Reaction conditions: temperature 115 celsius, time 16 hour. Yields the product C1(=CC=CC=C1)C(C1=CC=CC=C1)=NC1=CC2=C(C=N1)N=CN2C2CN(CCC2)C(=O)OC(C)(C)C (tert-butyl 3-(6-((diphenylmethylene)amino)-1H-imidazo[4,5-c]pyridin-1-yl)piperidine-1-carboxylate). Yield: 519.1%. As a reaction SMILES: Br[C:2]1[N:7]=[CH:6][C:5]2[N:8]=[CH:9][N:10]([CH:11]3[CH2:16][CH2:15][CH2:14][N:13]([C:17]([O:19][C:20]([CH3:23])([CH3:22])[CH3:21])=[O:18])[CH2:12]3)[C:4]=2[CH:3]=1.[NH:24](C1C=CC=CC=1)C1C=CC=CC=1.C[C:38]1(C)[C:64]2[C:59](=[C:60](P(C3C=CC=CC=3)C3C=CC=CC=3)[CH:61]=[CH:62][CH:63]=2)O[C:40]2[C:41](P(C3C=CC=CC=3)C3C=CC=CC=3)=[CH:42][CH:43]=[CH:44][C:39]1=2.C([O-])([O-])=O.[Cs+].[Cs+]>CC(N(C)C)=O>[C:39]1([C:38](=[N:24][C:2]2[N:7]=[CH:6][C:5]3[N:8]=[CH:9][N:10]([CH:11]4[CH2:16][CH2:15][CH2:14][N:13]([C:17]([O:19][C:20]([CH3:23])([CH3:22])[CH3:21])=[O:18])[CH2:12]4)[C:4]=3[CH:3]=2)[C:64]2[CH:59]=[CH:60][CH:61]=[CH:62][CH:63]=2)[CH:44]=[CH:43][CH:42]=[CH:41][CH:40]=1 |f:3.4.5|. Reported procedure: To a solution of tert-butyl 3-(6-bromo-1H-imidazo[4,5-c]pyridin-1-yl)piperidine-1-carboxylate (0.6 g, 1.58 mmol, 1.0 eq) in DMA (5 mL) were added Ph2NH (430 mg, 2.37 mmol, 1.5 eq), Pd3(dba)2 (87 mg, 0.095 mmol, 0.06 eq), Xantphos (91 mg, 0.16 mmol, 0.1 eq) and Cs2CO3 (0.8 g, 2.5 mmol, 1.6 eq) at rt under N2. The mixture was stirred at 115° C. for 16 h, cooled to rt and the solid was filtered off and washed with EtOAc (30 mL). The organic layer was washed with H2O (20 mL×2) and brine (10 mL), sep... Reactants: [N+](=O)([O-])[O-].[Na+] (sodium nitrate), N(=O)[O-].[Na+] (sodium nitrite), C(C)C=1C=C(C=CC1)O (3-ethylphenol), S(O)(O)(=O)=O (sulfuric acid). Solvent: C(Cl)Cl (methylene chloride), C(Cl)Cl (methylene chloride). Reaction conditions: time 24 hour. Product: [N+](=O)([O-])C1=C(C=C(C=C1)CC)O (2-nitro-5-ethylphenol). Yield: 24.8%. RXN SMILES: [CH2:1]([C:3]1[CH:4]=[C:5]([OH:9])[CH:6]=[CH:7][CH:8]=1)[CH3:2].[N+:10]([O-])([O-:12])=[O:11].[Na+].S(=O)(=O)(O)O.N([O-])=O.[Na+]>C(Cl)Cl>[N+:10]([C:6]1[CH:7]=[CH:8][C:3]([CH2:1][CH3:2])=[CH:4][C:5]=1[OH:9])([O-:12])=[O:11] |f:1.2,4.5|. Procedure details: 3-ethylphenol (5.00 g, 41 mmol) was dissolved in methylene chloride(40 mL) followed by the addition of sodium nitrate (3.83 g, 45 mmol). The addition of sulfuric acid (50 mL/3M) was then made, followed by addition of a catalytic amount of sodium nitrite. The mixture was allowed to stir. After 24 hours, the reaction mixture was diluted with methylene chloride and extracted with water. The organic layer was dried over MgSO4 and filtered. The solvent was evaporated and chromatography of the resulti...